Dataset: the Open Reaction Database (ORD), a public repository of structured organic reaction records. Task: describe an organic reaction: reactants, conditions, products, and yield Reactants: CC1(CC1)C(=O)N (1-methyl-cyclopropyl carboxamide), C1(CC1)C1=NC=C(N1C)C=O (2-cyclopropyl-3-methyl-3H-imidazole-4-carbaldehyde). Product: CN1C(=NC=C1C=O)C1(CC1)C (3-Methyl-2-(1-methyl-cyclopropyl)-3H-imidazole-4-carbaldehyde). Reaction SMILES: [CH3:1][C:2]1([C:5]([NH2:7])=O)[CH2:4][CH2:3]1.C1([C:11]2[N:15](C)[C:14]([CH:17]=[O:18])=[CH:13]N=2)CC1>>[CH3:11][N:15]1[C:14]([CH:17]=[O:18])=[CH:13][N:7]=[C:5]1[C:2]1([CH3:1])[CH2:4][CH2:3]1. Procedure: 3-Methyl-2-(1-methyl-cyclopropyl)-3H-imidazole-4-carbaldehyde was prepared from 1-methyl-cyclopropyl carboxamide in the same manner as 2-cyclopropyl-3-methyl-3H-imidazole-4-carbaldehyde (Example 46). Reactants: C[O-].[K+] (Potassium methoxide), C[O-].[Li+] (lithium methoxide), BrC=1C(=C2C(=NC1)NC=C2)Cl (5-bromo-4-chloro-1H-pyrrolo[2,3-b]pyridine), Cl (hydrochloric acid). Run in C=1(C(=CC=CC1)C)C (xylene), C(C)(C)(C)O (tert-butanol). Reaction conditions: temperature 117 celsius. Product: BrC=1C(=C2C(=NC1)NC=C2)OC (5-Bromo-4-methoxy-1H-pyrrolo[2,3-b]pyridine). The yield is 25.2%. As a reaction SMILES: [CH3:1][O-:2].[K+].C[O-].[Li+].[Br:7][C:8]1[C:9](Cl)=[C:10]2[CH:16]=[CH:15][NH:14][C:11]2=[N:12][CH:13]=1.Cl>C1(C)C(C)=CC=CC=1.C(O)(C)(C)C>[Br:7][C:8]1[C:9]([O:2][CH3:1])=[C:10]2[CH:16]=[CH:15][NH:14][C:11]2=[N:12][CH:13]=1 |f:0.1,2.3|. Procedure: Potassium methoxide (103 mg), lithium methoxide (27 mg) and tert-butanol (40 μl) were added to a solution of 5-bromo-4-chloro-1H-pyrrolo[2,3-b]pyridine (81 mg) in xylene (3.5 ml), and the mixture was heated under reflux at 117° C. for 16 hours. The reaction solution was brought to pH 4 by adding concentrated hydrochloric acid in small portions and separated by adding ethyl acetate and distilled water. The resulting aqueous layer was brought to pH 8 by adding a 5 N aqueous sodium hydroxide soluti... The reactants are C(C1=CC=CC=C1)N1CC2C(C1)C(N(C2=O)C)=O (5-benzyl-2-methyltetrahydropyrrolo[3,4-c]pyrrole-1,3-dione), [H-].[Al+3].[Li+].[H-].[H-].[H-] (lithium aluminum hydride), O (water), [OH-].[Na+] (sodium hydroxide), O (water). Solvent: C1CCOC1 (THF), C1CCOC1 (THF). Yields the product C(C1=CC=CC=C1)N1CC2CN(CC2C1)C (2-Benzyl-5-methyloctahydropyrrolo[3,4-c]pyrrole). As a reaction SMILES: [CH2:1]([N:8]1[CH2:12][CH:11]2[C:13](=O)[N:14]([CH3:17])[C:15](=O)[CH:10]2[CH2:9]1)[C:2]1[CH:7]=[CH:6][CH:5]=[CH:4][CH:3]=1.[H-].[Al+3].[Li+].[H-].[H-].[H-].O.[OH-].[Na+]>C1COCC1>[CH2:1]([N:8]1[CH2:9][CH:10]2[CH:11]([CH2:13][N:14]([CH3:17])[CH2:15]2)[CH2:12]1)[C:2]1[CH:7]=[CH:6][CH:5]=[CH:4][CH:3]=1 |f:1.2.3.4.5.6,8.9|. Procedure: A solution of 5-benzyl-2-methyltetrahydropyrrolo[3,4-c]pyrrole-1,3-dione (3.6 g) in THF (15 ml) was added dropwise to a suspension of lithium aluminum hydride (1.68 g) in THF (20 ml) while cooling in ice. The mixture was heated to reflux for 4 hours and then, at 0° C., water (1.8 ml), sodium hydroxide solution (10 M; 1.8 ml) and water (2.5 ml) were cautiously added. The precipitate was filtered off with suction and washed with ethyl acetate. The filtrate was concentrated. The product with the mo... The reactants are C(C)OC(=O)C1=CN(CCC2=C1NC=1C=C(C=CC21)Br)C(C2=CC=C(C=C2)F)=O (8-bromo-3-(4-fluorobenzoyl)-1,2,3,6-tetrahydroazepino[4,5-b]indole-5-carboxylic acid ethyl ester), COC=1C=C(C=CC1)B(O)O (3-methoxyphenylboronic acid), (o-tolyl)3P , C(=O)(O)[O-].[Na+] (NaHCO3). Reagents/catalysts: CC(=O)[O-].CC(=O)[O-].[Pd+2] (Pd(OAc)2). Run in C(Cl)Cl (DCM), C1(=CC=CC=C1)C.CCO (toluene EtOH). Run at temperature 80 celsius. Product: C(C)OC(=O)C1=CN(CCC2=C1NC=1C=C(C=CC21)C2=CC(=CC=C2)OC)C(C2=CC=C(C=C2)F)=O (3-(4-Fluorobenzoyl)-8-(3-Methoxyphenyl)-1,2,3,6-Tetrahydroazepino[4,5-b]Indole-5-Carboxylic Acid Ethyl Ester). The yield is 93.6%. As a reaction SMILES: [CH2:1]([O:3][C:4]([C:6]1[C:12]2[NH:13][C:14]3[CH:15]=[C:16](Br)[CH:17]=[CH:18][C:19]=3[C:11]=2[CH2:10][CH2:9][N:8]([C:21](=[O:29])[C:22]2[CH:27]=[CH:26][C:25]([F:28])=[CH:24][CH:23]=2)[CH:7]=1)=[O:5])[CH3:2].[CH3:30][O:31][C:32]1[CH:33]=[C:34](B(O)O)[CH:35]=[CH:36][CH:37]=1.C([O-])(O)=O.[Na+]>C1(C)C=CC=CC=1.CCO.C(Cl)Cl.CC([O-])=O.CC([O-])=O.[Pd+2]>[CH2:1]([O:3][C:4]([C:6]1[C:12]2[NH:13][C:14]3[CH:15]=[C:16]([C:36]4[CH:35]=[CH:34][CH:33]=[C:32]([O:31][CH3:30])[CH:37]=4)[CH:17]=[CH:18][C:19]=3[C:11]=2[CH2:10][CH2:9][N:8]([C:21](=[O:29])[C:22]2[CH:27]=[CH:26][C:25]([F:28])=[CH:24][CH:23]=2)[CH:7]=1)=[O:5])[CH3:2] |f:2.3,4.5,7.8.9|. Reported procedure: To a stirred solution of 8-bromo-3-(4-fluorobenzoyl)-1,2,3,6-tetrahydroazepino[4,5-b]indole-5-carboxylic acid ethyl ester (compound in Example 37A, 70 mg, 0.15 mmol), 3-methoxyphenylboronic acid (58 mg, 0.38 mmol), and (o-tolyl)3P (24 mg, 0.077 mmol) in toluene/EtOH (2:1, 3 mL) was added 0.55 mL of 1M NaHCO3 solution and Pd(OAc)2 (7 mg) at ambient temperature. The reaction mixture was heated at 80° C. under N2 for 1.5 hours and samples monitored by LC-MS. The solution was diluted with DCM (10 mL... The reactants are NC(CC1=C(CCC2=NC(=NC=C2C(F)(F)F)NC2=C(C=C(C=C2)C2CCN(CC2)C(=O)OC(C)(C)C)CC)C=CC=C1)=O (tert-Butyl 4-(4-((4-(2-(2-amino-2-oxoethyl)phenethyl)-5-(trifluoromethyl)pyrimidin-2-yl)amino)-3-ethylphenyl)piperidine-1-carboxylate), C(=O)(C(F)(F)F)O (TFA). Run in C(Cl)Cl (DCM). Conditions: time 16 hour. Yields the product C(C)C1=C(C=CC(=C1)C1CCNCC1)NC1=NC=C(C(=N1)CCC1=C(C=CC=C1)CC(=O)N)C(F)(F)F (2-(2-(2-(2-((2-Ethyl-4-(piperidin-4-yl)phenyl)amino)-5-(trifluoromethyl)pyrimidin-4-yl)ethyl)phenyl)acetamide). The yield is 93.0%. As a reaction SMILES: [NH2:1][C:2](=[O:44])[CH2:3][C:4]1[CH:43]=[CH:42][CH:41]=[CH:40][C:5]=1[CH2:6][CH2:7][C:8]1[C:13]([C:14]([F:17])([F:16])[F:15])=[CH:12][N:11]=[C:10]([NH:18][C:19]2[CH:24]=[CH:23][C:22]([CH:25]3[CH2:30][CH2:29][N:28](C(OC(C)(C)C)=O)[CH2:27][CH2:26]3)=[CH:21][C:20]=2[CH2:38][CH3:39])[N:9]=1.C(O)(C(F)(F)F)=O>C(Cl)Cl>[CH2:38]([C:20]1[CH:21]=[C:22]([CH:25]2[CH2:26][CH2:27][NH:28][CH2:29][CH2:30]2)[CH:23]=[CH:24][C:19]=1[NH:18][C:10]1[N:9]=[C:8]([CH2:7][CH2:6][C:5]2[CH:40]=[CH:41][CH:42]=[CH:43][C:4]=2[CH2:3][C:2]([NH2:1])=[O:44])[C:13]([C:14]([F:17])([F:16])[F:15])=[CH:12][N:11]=1)[CH3:39]. Reported procedure: tert-Butyl 4-(4-((4-(2-(2-amino-2-oxoethyl)phenethyl)-5-(trifluoromethyl)pyrimidin-2-yl)amino)-3-ethylphenyl)piperidine-1-carboxylate, (I44) (120 mg, 0.20 mmol) was dissolved in DCM (20 mL), TFA (2 mL) was added and the mixture stirred for 16 hours at room temperature. The mixture was concentrated and the residue suspended in 10% sodium hydroxide (10 mL) and brine (10 mL). The mixture was extracted with ethyl acetate (4×20 mL), the combined extracts washed with brine, dried (sodium sulphate) eva... The reactants are CC(C)(C)OC(=O)N1C(Cc2cscn2)C(CO[Si](C)(C)C(C)(C)C)OC1(C)C, [Li]CCCC, C1CCOC1, CI. The product is Cc1nc(CC2C(CO[Si](C)(C)C(C)(C)C)OC(C)(C)N2C(=O)OC(C)(C)C)cs1. RXN SMILES: [C:1]([CH3:2])([CH3:3])([CH3:4])[Si:5]([O:6][CH2:7][CH:8]1[CH:9]([CH2:22][c:23]2[n:24][cH:25][s:26][cH:27]2)[N:10]([C:15](=[O:16])[O:17][C:18]([CH3:19])([CH3:20])[CH3:21])[C:11]([CH3:13])([CH3:14])[O:12]1)([CH3:28])[CH3:29].[CH2:30]([Li:31])[CH2:32][CH2:33][CH3:34].[CH2:37]1[O:38][CH2:39][CH2:40][CH2:41]1.[I:35][CH3:36]>>[C:1]([CH3:2])([CH3:3])([CH3:4])[Si:5]([O:6][CH2:7][CH:8]1[CH:9]([CH2:22][c:23]2[n:24][c:25]([CH3:30])[s:26][cH:27]2)[N:10]([C:15](=[O:16])[O:17][C:18]([CH3:19])([CH3:20])[CH3:21])[C:11]([CH3:13])([CH3:14])[O:12]1)([CH3:28])[CH3:29]. The reactants are ClC1=NC=CC(=N1)Cl (2,4-dichloropyrimidine), Cl.NC1=C(C=C(C=C1C)/C=C/C#N)C ((E)-3-(4-amino-3,5-dimethylphenyl)acrylonitrile hydrochloride), C(C)(=O)OCC (ethyl acetate), C(C)(C)N(C(C)C)CC (N,N-diisopropylethylamine). Run in O (water). Run at temperature 145 celsius. Product: ClC1=NC=CC(=N1)NC1=C(C=C(C=C1C)/C=C/C#N)C ((E)-3-(4-(2-chloropyrimidin-4-ylamino)-3,5-dimethylphenyl)acrylonitrile). Isolated yield 78.5%. Reaction SMILES: [Cl:1][C:2]1[N:7]=[C:6](Cl)[CH:5]=[CH:4][N:3]=1.Cl.[NH2:10][C:11]1[C:16]([CH3:17])=[CH:15][C:14](/[CH:18]=[CH:19]/[C:20]#[N:21])=[CH:13][C:12]=1[CH3:22].C(N(CC)C(C)C)(C)C.C(OCC)(=O)C>O>[Cl:1][C:2]1[N:7]=[C:6]([NH:10][C:11]2[C:16]([CH3:17])=[CH:15][C:14](/[CH:18]=[CH:19]/[C:20]#[N:21])=[CH:13][C:12]=2[CH3:22])[CH:5]=[CH:4][N:3]=1 |f:1.2|. Procedure details: To a mixture of 2,4-dichloropyrimidine (25 gm) and (E)-3-(4-amino-3,5-dimethylphenyl)acrylonitrile hydrochloride (28 gm) was added N,N-diisopropylethylamine (250 ml) under stirring. The mixture was then heated to 140 to 150° C. and stirred for 55 to 60 hours. The solution was then cooled to room temperature and the solvent was distilled off under reduced pressure to provide a residual solid. To the residual solid was added ethyl acetate (1500 ml) and water (1000 ml). The reaction mass was stirre... Reactants: C(C=C)N1C[C@@H](N(C[C@H]1C)[C@@H](C1=CC=CC=C1)C1=CC=C(C(=O)N(CC)CC)C=C1)C (4-((alpha-S)-alpha-((2S,5R)-4-allyl-2,5-dimethyl-1-piperazinyl)benzyl)-N,N-diethylbenzamide), C(C=1C(S)=CC=CC1)(=O)O (thiosalicylic acid), bis(dibenzylidineacetone)palladium, C1(=CC=CC=C1)P(CCCCP(C1=CC=CC=C1)C1=CC=CC=C1)C1=CC=CC=C1 (1,4-bis(diphenylphosphino)butane). Run in O1CCCC1 (tetrahydrofuran), O1CCCC1 (tetrahydrofuran). Conditions: time 2 hour. Yields the product C[C@@H]1N(C[C@H](NC1)C)[C@@H](C1=CC=CC=C1)C1=CC=C(C(=O)N(CC)CC)C=C1 (4-((alpha-S)-alpha-((2S,5R)-2,5-dimethyl-1-piperazinyl)benzyl)-N,N-diethylbenzamide), solid. Isolated yield 97.8%. As a reaction SMILES: C1(P(C2C=CC=CC=2)CCCCP(C2C=CC=CC=2)C2C=CC=CC=2)C=CC=CC=1.C([N:34]1[C@H:39]([CH3:40])[CH2:38][N:37]([C@H:41]([C:48]2[CH:60]=[CH:59][C:51]([C:52]([N:54]([CH2:57][CH3:58])[CH2:55][CH3:56])=[O:53])=[CH:50][CH:49]=2)[C:42]2[CH:47]=[CH:46][CH:45]=[CH:44][CH:43]=2)[C@@H:36]([CH3:61])[CH2:35]1)C=C.C(O)(=O)C1C(=CC=CC=1)S>O1CCCC1>[CH3:61][C@H:36]1[CH2:35][NH:34][C@H:39]([CH3:40])[CH2:38][N:37]1[C@H:41]([C:48]1[CH:49]=[CH:50][C:51]([C:52]([N:54]([CH2:57][CH3:58])[CH2:55][CH3:56])=[O:53])=[CH:59][CH:60]=1)[C:42]1[CH:43]=[CH:44][CH:45]=[CH:46][CH:47]=1. Procedure: A solution of bis(dibenzylidineacetone)palladium (1.438 g, 2.5 mmol, Acros Organics) and 1,4-bis(diphenylphosphino)butane (1.066 g, 2.5 mmol, Acros Organics) in tetrahydrofuran (20 mL) was stirred under nitrogen at room temperature for 15 min, then added via syringe to a stirred solution under nitrogen of 4-((alpha-S)-alpha-((2S,5R)-4-allyl-2,5-dimethyl-1-piperazinyl)benzyl)-N,N-diethylbenzamide (20.98 g, 50 mmol) and thiosalicylic acid (9.25 g, 60 mmol) in anhydrous tetrahydrofuran (100 mL). Th... Starting materials: BrC(COC1=CC=C(C=C1)OCC1=CC=CC=C1)C (1-(2-bromopropoxy)-4-(benzyloxy)-benzene), C(C1=CC=CC=C1)C1(CCNCC1)O (4-benzyl-piperidin-4-ol). Product: C(C1=CC=CC=C1)C1(CCN(CC1)CCCOC1=CC=C(C=C1)OCC1=CC=CC=C1)O (4-Benzyl-1-[3-(4-benzyloxy-phenoxy)-propyl]-piperidin-4-ol). As a reaction SMILES: Br[CH:2]([CH3:19])[CH2:3][O:4][C:5]1[CH:10]=[CH:9][C:8]([O:11][CH2:12][C:13]2[CH:18]=[CH:17][CH:16]=[CH:15][CH:14]=2)=[CH:7][CH:6]=1.[CH2:20]([C:27]1([OH:33])[CH2:32][CH2:31][NH:30][CH2:29][CH2:28]1)[C:21]1[CH:26]=[CH:25][CH:24]=[CH:23][CH:22]=1>>[CH2:20]([C:27]1([OH:33])[CH2:32][CH2:31][N:30]([CH2:19][CH2:2][CH2:3][O:4][C:5]2[CH:10]=[CH:9][C:8]([O:11][CH2:12][C:13]3[CH:18]=[CH:17][CH:16]=[CH:15][CH:14]=3)=[CH:7][CH:6]=2)[CH2:29][CH2:28]1)[C:21]1[CH:22]=[CH:23][CH:24]=[CH:25][CH:26]=1. Procedure: The title compound, MS: m/e=432.6 (M+H+), was prepared from 1-(2-bromopropoxy)-4-(benzyloxy)-benzene and 4-benzyl-piperidin-4-ol.